Task: describe an organic reaction: reactants, conditions, products, and yield. Dataset: the Open Reaction Database (ORD), a public repository of structured organic reaction records The reactants are O1CCOC12CC(SCC2)SC(C)=O (Ethanethioic Acid S-(1,4-Dioxa-8-thiaspiro[4.5]decan-7-yl) Ester), C[O-].[Na+] (sodium methoxide), O1CCCC1 (tetrahydrofuran), OP(=O)(O)[O-].[K+] (potassium phosphate monobasic). The solvent is C(C)(=O)OCC (Ethyl acetate). Reaction conditions: time 20 minute. Product: O1CCOC12CC(SCC2)S (1,4-Dioxa-8-thiaspiro[4.5]decane-7-thiol). The yield is 80.5%. As a reaction SMILES: [O:1]1[C:5]2([CH2:10][CH2:9][S:8][CH:7]([S:11]C(=O)C)[CH2:6]2)[O:4][CH2:3][CH2:2]1.C[O-].[Na+].O1CCCC1.OP([O-])(O)=O.[K+]>C(OCC)(=O)C>[O:1]1[C:5]2([CH2:10][CH2:9][S:8][CH:7]([SH:11])[CH2:6]2)[O:4][CH2:3][CH2:2]1 |f:1.2,4.5|. Procedure details: A mixture of 0.56 g of product from Example 395, 0.60 ml of 4.37M sodium methoxide and 10 ml of tetrahydrofuran is stirred in an ice bath for 20 minutes. Ethyl acetate is added followed by 0.5M potassium phosphate monobasic. The organic layer is dried and concentrated in vacuo to give 0.37 g of the desired product as a yellow oil. Starting materials: C(C)(C)(C)P(C1=C(C(C(C(=C1C)C)C)(C(C)C)C)C1=C(C=C(C=C1)C(C)C)C(C)C)C(C)(C)C (di-tert-butyl[3,4,5,6-tetramethyl-2′,4′,6-tri(propan-2-yl)biphenyl-2-yl]phosphane), ClC1=NC=CC=C1C1CC1 (2-chloro-3-cyclopropylpyridine), OC1=CC(=C(C=C1)C1=C(C(N(C(N1C)=O)COCC[Si](C)(C)C)=O)C)C (6-(4-hydroxy-2-methylphenyl)-1,5-dimethyl-3-{[2-(trimethylsilyl)ethoxy]methyl}pyrimidine-2,4(1H,3H)-dione), C([O-])([O-])=O.[Cs+].[Cs+] (cesium carbonate). Reagents/catalysts: C(C)(=O)[O-].[Pd+2].C(C)(=O)[O-] (Palladium(II) acetate). Solvent: O1CCOCC1 (1,4-dioxane), C(C)(=O)OCC (ethyl acetate). Conditions: temperature 120 celsius, time 5 hour. Yields the product C1(CC1)C=1C(=NC=CC1)OC1=CC(=C(C=C1)C1=C(C(N(C(N1C)=O)COCC[Si](C)(C)C)=O)C)C (6-{4-[(3-cyclopropylpyridin-2-yl)oxy]-2-methylphenyl}-1,5-dimethyl-3-{[2-(trimethylsilyl)ethoxy]methyl}pyrimidine-2,4(1H,3H)-dione). Reaction SMILES: C(P(C(C)(C)C)C1C(C)=C(C)C(C)C(C)(C(C)C)C=1C1C=CC(C(C)C)=CC=1C(C)C)(C)(C)C.Cl[C:36]1[C:41]([CH:42]2[CH2:44][CH2:43]2)=[CH:40][CH:39]=[CH:38][N:37]=1.[OH:45][C:46]1[CH:51]=[CH:50][C:49]([C:52]2[N:57]([CH3:58])[C:56](=[O:59])[N:55]([CH2:60][O:61][CH2:62][CH2:63][Si:64]([CH3:67])([CH3:66])[CH3:65])[C:54](=[O:68])[C:53]=2[CH3:69])=[C:48]([CH3:70])[CH:47]=1.C(=O)([O-])[O-].[Cs+].[Cs+]>O1CCOCC1.C(OCC)(=O)C.C([O-])(=O)C.[Pd+2].C([O-])(=O)C>[CH:42]1([C:41]2[C:36]([O:45][C:46]3[CH:51]=[CH:50][C:49]([C:52]4[N:57]([CH3:58])[C:56](=[O:59])[N:55]([CH2:60][O:61][CH2:62][CH2:63][Si:64]([CH3:67])([CH3:66])[CH3:65])[C:54](=[O:68])[C:53]=4[CH3:69])=[C:48]([CH3:70])[CH:47]=3)=[N:37][CH:38]=[CH:39][CH:40]=2)[CH2:44][CH2:43]1 |f:3.4.5,8.9.10|. Reported procedure: Palladium(II) acetate (61 mg, 0.27 mmol) and di-tert-butyl[3,4,5,6-tetramethyl-2′,4′,6-tri(propan-2-yl)biphenyl-2-yl]phosphane (130 mg, 0.27 mmol) were added to a mixture of C6 (615 mg, 4.00 mmol), C5 (1.0 g, 2.6 mmol) and cesium carbonate (2.6 g, 8.0 mmol) in 1,4-dioxane (25 mL). The reaction mixture was stirred at 120° C. under microwave irradiation for 5 hours, then diluted with ethyl acetate (50 mL) and filtered. After removal of solvents in vacuo, the residue was purified via silica gel chr... Starting materials: N(=O)[O-].[Na+] (sodium nitrite), NC1=CC(=C(C(=O)O)C=C1)Cl (4-amino-2-chlorobenzoic acid). Solvent: O (water), concentrated sulforic acid, O (water). Run at temperature 5 celsius. The product is OC1=CC(=C(C(=O)O)C=C1)Cl (4-hydroxy-2-chlorobenzoic acid). The yield is 59.7%. Reaction SMILES: N[C:2]1[CH:10]=[CH:9][C:5]([C:6]([OH:8])=[O:7])=[C:4]([Cl:11])[CH:3]=1.N([O-])=[O:13].[Na+]>O>[OH:13][C:2]1[CH:10]=[CH:9][C:5]([C:6]([OH:8])=[O:7])=[C:4]([Cl:11])[CH:3]=1 |f:1.2|. Procedure details: In a solution of 10 ml of concentrated sulforic acid in 30 ml of water was dissolved 10 g of 4-amino-2-chlorobenzoic acid, the solution was reacted under reflux for 1 hour, and the thus obtained solution was cooled to 5° C. Then, 4.6 g of sodium nitrite and 20 ml of water were added to the solution and the mixture was refluxed for 5 hours and cooled. The precipitated crystal was recovered by filtration and washed with water to obtain 6.0 g of 4-hydroxy-2-chlorobenzoic acid. Then, 3 g of this 4-h... Reactants: [OH-].[Na+] (NaOH), C(=O)(O)C1(CCCC1)CCCCC(CCCCC1(CCCC1)C(=O)O)=O (1-[9-(1-carboxycyclopentyl)-5-oxononyl]-1-cyclopentanecarboxylic acid), [BH4-].[Na+] (NaBH4). Reagents/catalysts: [BH4-].[Na+] (NaBH4). Solvent: CC(C)O (iPrOH), O (H2O). Reaction conditions: time 23 hour. Yields the product C(=O)(O)C1(CCCC1)CCCCC(CCCCC1(CCCC1)C(=O)O)O (1-[9-(1-carboxycyclopentyl)-5-hydroxynonyl]-1-cyclo-pentanecarboxylic acid). The yield is 105.0%. As a reaction SMILES: [C:1]([C:4]1([CH2:9][CH2:10][CH2:11][CH2:12][C:13](=[O:26])[CH2:14][CH2:15][CH2:16][CH2:17][C:18]2([C:23]([OH:25])=[O:24])[CH2:22][CH2:21][CH2:20][CH2:19]2)[CH2:8][CH2:7][CH2:6][CH2:5]1)([OH:3])=[O:2].[OH-].[Na+].[BH4-].[Na+]>CC(O)C.O.[BH4-].[Na+]>[C:23]([C:18]1([CH2:17][CH2:16][CH2:15][CH2:14][CH:13]([OH:26])[CH2:12][CH2:11][CH2:10][CH2:9][C:4]2([C:1]([OH:3])=[O:2])[CH2:8][CH2:7][CH2:6][CH2:5]2)[CH2:19][CH2:20][CH2:21][CH2:22]1)([OH:25])=[O:24] |f:1.2,3.4,7.8|. Reported procedure: To a mixture of 1-[9-(1-carboxycyclopentyl)-5-oxononyl]-1-cyclopentanecarboxylic acid (4.70 g, 11.5 mmol) in iPrOH (30 mL) and H2O (30 mL) was added NaOH (1.10 g, 27 mmol). To the resulting clear solution, NaBH4 (0.242 g, 6.4 mmol) was added. After 23 h, TLC analysis revealed the reaction to be incomplete, and an additional portion of NaBH4 (0.036 g, 0.95 mmol) was added. Stirring was continued for 17 h and then, the reaction mixture was concentrated in vacuo. The remaining residue was dissolved... Reactants: C(C=C)Br (allylbromide), NC1=C(C=CC(=C1)[N+](=O)[O-])CO (2-amino-4-nitrobenzenemethanol), CC(C)(C)[O-].[K+] (potassium tert-butylate). Procedure details: A stirred solution of 2-amino-4-nitrobenzenemethanol (14.3 g, 85 mmol) in dry THF (350 mL) at 0° C. under an argon atmosphere, is treated dropwise over 35 min with a solution of potassium tert-butylate in THF (Fluka; 85 mL of 1.0 M). The mixture is stirred at 0° C. for 15 min and then treated dropwise over 50 min with a solution of allylbromide (7.9 mL, 94 mmol) in dry THF (80 mL) at 0° C. and then stirred at 20° C. for 90 min. The mixture is diluted with ethyl acetate (800 mL). The resulting so... Reaction conditions: temperature 0 celsius, time 15 minute. The solvent is C1CCOC1 (THF), C(C)(=O)OCC (ethyl acetate), C1CCOC1 (THF), C1CCOC1 (THF). Yields the product C(C=C)OCC1=C(C=C(C=C1)[N+](=O)[O-])N (2-[(2-Propenyloxy)-methyl]-5-nitrobenzenamine). Reaction SMILES: [NH2:1][C:2]1[CH:7]=[C:6]([N+:8]([O-:10])=[O:9])[CH:5]=[CH:4][C:3]=1[CH2:11][OH:12].[CH3:13][C:14]([O-])(C)[CH3:15].[K+].C(Br)C=C>C1COCC1.C(OCC)(=O)C>[CH2:15]([O:12][CH2:11][C:3]1[CH:4]=[CH:5][C:6]([N+:8]([O-:10])=[O:9])=[CH:7][C:2]=1[NH2:1])[CH:14]=[CH2:13] |f:1.2|. Starting materials: BrCCCBr, O=C([O-])[O-], C=CCc1cc(C=O)ccc1O, CC(C)=O, [K+], [K+]. Reaction SMILES: [Br:1][CH2:2][CH2:3][CH2:4][Br:5].[C:6](=[O:7])([O-:8])[O-:9].[CH2:12]([CH:13]=[CH2:14])[c:15]1[cH:16][c:17]([CH:18]=[O:19])[cH:20][cH:21][c:22]1[OH:23].[CH3:24][C:25](=[O:26])[CH3:27].[K+:10].[K+:11]>>[Br:1][CH2:2][CH2:3][CH2:4][O:23][c:22]1[c:15]([CH2:12][CH:13]=[CH2:14])[cH:16][c:17]([CH:18]=[O:19])[cH:20][cH:21]1. Yields the product C=CCc1cc(C=O)ccc1OCCCBr.